Dataset: the Open Reaction Database (ORD), a public repository of structured organic reaction records. Task: describe an organic reaction: reactants, conditions, products, and yield Starting materials: C(C(=O)Cl)(=O)Cl (oxalyl chloride), COC=1C=C(C=CC1OC)S(=O)(=O)C(C(C(=O)O)(C)C)CCCCC1=CC=CC=C1 (3-(3,4-Dimethoxyphenylsulfonyl)-2,2-dimethyl-7-phenylheptanoic acid), C[Si](C)(C)NO (trimethylsilylhydroxylamine). Solvent: C(Cl)Cl (CH2Cl2), C(Cl)Cl (CH2Cl2). Run at time 15 minute. Product: ONC(C(C(CCCCC1=CC=CC=C1)S(=O)(=O)C1=CC(=C(C=C1)OC)OC)(C)C)=O (3-(3,4-dimethoxybenzenesulfonyl)-2,2-dimethyl-7-phenylheptanoic acid hydroxyamide). The yield is 63.0%. Reaction SMILES: [CH3:1][O:2][C:3]1[CH:4]=[C:5]([S:11]([CH:14]([CH2:21][CH2:22][CH2:23][CH2:24][C:25]2[CH:30]=[CH:29][CH:28]=[CH:27][CH:26]=2)[C:15]([CH3:20])([CH3:19])[C:16](O)=[O:17])(=[O:13])=[O:12])[CH:6]=[CH:7][C:8]=1[O:9][CH3:10].C(Cl)(=O)C(Cl)=O.C[Si]([NH:41][OH:42])(C)C>C(Cl)Cl>[OH:42][NH:41][C:16](=[O:17])[C:15]([CH3:20])([CH3:19])[CH:14]([S:11]([C:5]1[CH:6]=[CH:7][C:8]([O:9][CH3:10])=[C:3]([O:2][CH3:1])[CH:4]=1)(=[O:13])=[O:12])[CH2:21][CH2:22][CH2:23][CH2:24][C:25]1[CH:30]=[CH:29][CH:28]=[CH:27][CH:26]=1. Procedure: 3-(3,4-Dimethoxyphenylsulfonyl)-2,2-dimethyl-7-phenylheptanoic acid (0.5 g, 1.2 mmol) is dissolved in CH2Cl2 (6 mL), cooled in ice and 2 M oxalyl chloride in CH2Cl2 (1.7 mL, 3.5 mmol) is added. The reaction is warmed to room temperature and after 4 hours the solvent is removed in vacuo and the residue azeotroped twice with chloroform. The residue is dissolved in CH2Cl2 (4 mL) and trimethylsilylhydroxylamine (0.42 mL, 3.6 mmol) is added. The reaction is stirred 15 minutes and then the solvent is ...